Dataset: the Open Reaction Database (ORD), a public repository of structured organic reaction records. Task: describe an organic reaction: reactants, conditions, products, and yield Reactants: C, CCOc1ccc2cc(C(O)(c3cn(C(c4ccccc4)(c4ccccc4)c4ccccc4)cn3)C(C)C)ccc2c1, CC(=O)O, [Pd]. Product: CCOc1ccc2cc(C(O)(c3c[nH]cn3)C(C)C)ccc2c1. As a reaction SMILES: [C:47].[CH2:1]([CH3:2])[O:3][c:4]1[cH:5][c:6]2[cH:7][cH:8][c:9]([C:14]([CH:15]([CH3:16])[CH3:17])([OH:18])[c:19]3[n:20][cH:21][n:22]([C:24]([c:25]4[cH:26][cH:27][cH:28][cH:29][cH:30]4)([c:31]4[cH:32][cH:33][cH:34][cH:35][cH:36]4)[c:37]4[cH:38][cH:39][cH:40][cH:41][cH:42]4)[cH:23]3)[cH:10][c:11]2[cH:12][cH:13]1.[CH3:43][C:44](=[O:45])[OH:46].[Pd:48]>>[CH2:1]([CH3:2])[O:3][c:4]1[cH:5][c:6]2[cH:7][cH:8][c:9]([C:14]([CH:15]([CH3:16])[CH3:17])([OH:18])[c:19]3[n:20][cH:21][nH:22][cH:23]3)[cH:10][c:11]2[cH:12][cH:13]1. Starting materials: BrC=1C=NC=C(C1)Br (3,5-dibromopyridine), C(=O)(OC(C)(C)C)NC1CCNCC1 (4-(N-Boc-amino)-piperidine), C1(=CC=CC=C1)P(C1=C(C2=CC=CC=C2C=C1)C1=C(C=CC2=CC=CC=C12)P(C1=CC=CC=C1)C1=CC=CC=C1)C1=CC=CC=C1 (rac-2,2′-Bis(diphenylphosphino)-1,1′-binaphthyl), CC(C)([O-])C.[Na+] (Sodium-tert-butoxide). Reagents/catalysts: C=1C=CC(=CC1)/C=C/C(=O)/C=C/C2=CC=CC=C2.C=1C=CC(=CC1)/C=C/C(=O)/C=C/C2=CC=CC=C2.C=1C=CC(=CC1)/C=C/C(=O)/C=C/C2=CC=CC=C2.[Pd].[Pd] (Tris(dibenzylideneacetone)dipalladium(0)). Run in C1(=CC=CC=C1)C (Toluene). Product: BrC=1C=C(C=NC1)N1CCC(CC1)NC(OC(C)(C)C)=O (tert-butyl 1-(5-bromopyridin-3-yl)piperidin-4-ylcarbamate). Isolated yield 75.5%. As a reaction SMILES: Br[C:2]1[CH:3]=[N:4][CH:5]=[C:6]([Br:8])[CH:7]=1.[C:9]([NH:16][CH:17]1[CH2:22][CH2:21][NH:20][CH2:19][CH2:18]1)([O:11][C:12]([CH3:15])([CH3:14])[CH3:13])=[O:10].C1(P(C2C=CC=CC=2)C2C=CC3C(=CC=CC=3)C=2C2C3C(=CC=CC=3)C=CC=2P(C2C=CC=CC=2)C2C=CC=CC=2)C=CC=CC=1.CC(C)([O-])C.[Na+]>C1(C)C=CC=CC=1.C1C=CC(/C=C/C(/C=C/C2C=CC=CC=2)=O)=CC=1.C1C=CC(/C=C/C(/C=C/C2C=CC=CC=2)=O)=CC=1.C1C=CC(/C=C/C(/C=C/C2C=CC=CC=2)=O)=CC=1.[Pd].[Pd]>[Br:8][C:6]1[CH:7]=[C:2]([N:20]2[CH2:19][CH2:18][CH:17]([NH:16][C:9](=[O:10])[O:11][C:12]([CH3:14])([CH3:13])[CH3:15])[CH2:22][CH2:21]2)[CH:3]=[N:4][CH:5]=1 |f:3.4,6.7.8.9.10|. Procedure: A solution of 3,5-dibromopyridine (0.400 g, 1.69 mmol), 4-(N-Boc-amino)-piperidine (0.238 g, 1.19 mmol), Tris(dibenzylideneacetone)dipalladium(0) (54 mg, 0.059 mmol), rac-2,2′-Bis(diphenylphosphino)-1,1′-binaphthyl (73.9 mg, 0.119 mmol), and Sodium-tert-butoxide (114 mg, 1.19 mmol) in Toluene (16.9 mL) was heated at 85° C. for 18 h. The reaction was filtered thru celite then rinsed with EtOAc. The crude product was purified by Isco (EtOAc/Hep eluted at 40%) to give tert-butyl 1-(5-bromopyridin-3...